Dataset: the Open Reaction Database (ORD), a public repository of structured organic reaction records. Task: describe an organic reaction: reactants, conditions, products, and yield Reaction conditions: time 1 hour. The reactants are FC(C1=C(CBr)C=C(C=C1)F)(F)F (2-trifluoromethyl-5-fluorobenzyl bromide), [H-].[Na+] (sodium hydride), C1(CC1)N1C(NC=C1C)=O (Cyclopropyl-5-methyl-1,3-dihydro-imidazol-2-one). The solvent is CN(C)C=O (DMF), CN(C)C=O (DMF), [Cl-].[Na+].O (brine). Yield: 58.9%. The product is C1(CC1)N1C(N(C=C1C)CC1=C(C=CC(=C1)F)C(F)(F)F)=O (3-cyclopropyl-1-(5-fluoro-2-trifluoromethyl-benzyl)-4-methyl-1,3-dihydro-imidazol-2-one). RXN SMILES: [CH:1]1([N:4]2[C:8]([CH3:9])=[CH:7][NH:6][C:5]2=[O:10])[CH2:3][CH2:2]1.[H-].[Na+].[F:13][C:14]([F:25])([F:24])[C:15]1[CH:22]=[CH:21][C:20]([F:23])=[CH:19][C:16]=1[CH2:17]Br>CN(C=O)C.[Cl-].[Na+].O>[CH:1]1([N:4]2[C:8]([CH3:9])=[CH:7][N:6]([CH2:17][C:16]3[CH:19]=[C:20]([F:23])[CH:21]=[CH:22][C:15]=3[C:14]([F:24])([F:13])[F:25])[C:5]2=[O:10])[CH2:3][CH2:2]1 |f:1.2,5.6.7|. Procedure: Cyclopropyl-5-methyl-1,3-dihydro-imidazol-2-one (150 mg) was dissolved in DMF (5 mL) under argon and sodium hydride (55% in mineral oil, 71 mg) was added in one portion. The mixture was stirred until gas evolution stopped (approx. 20 minutes) and then a solution of 2-trifluoromethyl-5-fluorobenzyl bromide (307 mg) in DMF (2 mL) was added over 5 minutes. Stirring was continued for 1 hour and then the reaction mixture was poured into brine. The aqueous solution was extracted with ethyl acetate and... Starting materials: C, CCOC(C)=O, Cn1c(-c2ccc(OCCCN3CCCCC3)cc2)nc2cnc(Cl)cc2c1=O, [H][H], [Pd]. The product is Cn1c(-c2ccc(OCCCN3CCCCC3)cc2)nc2cnccc2c1=O. As a reaction SMILES: [C:38].[CH3:32][CH2:33][O:34][C:35](=[O:36])[CH3:37].[Cl:1][c:2]1[cH:3][c:4]2[c:5]([n:6][c:7](-[c:12]3[cH:13][cH:14][c:15]([O:18][CH2:19][CH2:20][CH2:21][N:22]4[CH2:23][CH2:24][CH2:25][CH2:26][CH2:27]4)[cH:16][cH:17]3)[n:8]([CH3:11])[c:9]2=[O:10])[cH:28][n:29]1.[H:30][H:31].[Pd:39]>>[cH:2]1[cH:3][c:4]2[c:5]([n:6][c:7](-[c:12]3[cH:13][cH:14][c:15]([O:18][CH2:19][CH2:20][CH2:21][N:22]4[CH2:23][CH2:24][CH2:25][CH2:26][CH2:27]4)[cH:16][cH:17]3)[n:8]([CH3:11])[c:9]2=[O:10])[cH:28][n:29]1.